From a dataset of the Open Reaction Database (ORD), a public repository of structured organic reaction records. describe an organic reaction: reactants, conditions, products, and yield Starting materials: C[Si](C(C)(C)C)(O[C@H]1[C@@H](O[C@@H]([C@H]1O[Si](C(C)(C)C)(C)C)CO[Si](C(C)(C)C)(C)C)N1C2=NC(=NC(=C2N=C1)NC1CCCC1)N1N=CC(=C1)C(=O)OCC)C (ethyl 1-(9-{(2R,3R,4R,5R)-3,4-bis(1,1,2,2-tetramethyl-1-silapropoxy)-5-[(1,1,2,2-tetramethyl-1-silapropoxy)methyl]oxolan-2-yl}-6-(cyclopentylamino)purin-2-yl)pyrazole-4-carboxylate), [OH-].[K+] (KOH). The solvent is C(C)O (ethanol). Yields the product C[Si](C(C)(C)C)(O[C@H]1[C@@H](O[C@@H]([C@H]1O[Si](C(C)(C)C)(C)C)CO[Si](C(C)(C)C)(C)C)N1C2=NC(=NC(=C2N=C1)NC1CCCC1)N1N=CC(=C1)C(=O)O)C (1-(9-{(2R,3R,4R,5R)-3,4-bis(1,1,2,2-tetramethyl-1-silapropoxy)-5-[(1,1,2,2-tetramethyl-1-silapropoxy)methyl]oxolan-2-yl}-6-(cyclopentylamino)purin-2-yl)pyrazole-4-carboxylic acid). RXN SMILES: [CH3:1][Si:2]([CH3:55])([O:7][C@@H:8]1[C@H:12]([O:13][Si:14]([CH3:20])([CH3:19])[C:15]([CH3:18])([CH3:17])[CH3:16])[C@@H:11]([CH2:21][O:22][Si:23]([CH3:29])([CH3:28])[C:24]([CH3:27])([CH3:26])[CH3:25])[O:10][C@H:9]1[N:30]1[CH:38]=[N:37][C:36]2[C:31]1=[N:32][C:33]([N:45]1[CH:49]=[C:48]([C:50]([O:52]CC)=[O:51])[CH:47]=[N:46]1)=[N:34][C:35]=2[NH:39][CH:40]1[CH2:44][CH2:43][CH2:42][CH2:41]1)[C:3]([CH3:6])([CH3:5])[CH3:4].[OH-].[K+]>C(O)C>[CH3:55][Si:2]([CH3:1])([O:7][C@@H:8]1[C@H:12]([O:13][Si:14]([CH3:20])([CH3:19])[C:15]([CH3:16])([CH3:17])[CH3:18])[C@@H:11]([CH2:21][O:22][Si:23]([CH3:28])([CH3:29])[C:24]([CH3:27])([CH3:26])[CH3:25])[O:10][C@H:9]1[N:30]1[CH:38]=[N:37][C:36]2[C:31]1=[N:32][C:33]([N:45]1[CH:49]=[C:48]([C:50]([OH:52])=[O:51])[CH:47]=[N:46]1)=[N:34][C:35]=2[NH:39][CH:40]1[CH2:44][CH2:43][CH2:42][CH2:41]1)[C:3]([CH3:4])([CH3:5])[CH3:6] |f:1.2|. Reported procedure: 2.75 g of ethyl 1-(9-{(2R,3R,4R,5R)-3,4-bis(1,1,2,2-tetramethyl-1-silapropoxy)-5-[(1,1,2,2-tetramethyl-1-silapropoxy)methyl]oxolan-2-yl}-6-(cyclopentylamino)purin-2-yl)pyrazole-4-carboxylate prepared as described in Example 11A and 0.5 g KOH were stirred in 50 mL of ethanol at room temperature overnight. In the morning the mixture was refluxed for 1.5 hours. After reflux, the product was concentrated and the residue dissolved in 30 mL of water and acidified to a pH of 2.0 using a 2N aqueous HCl ...